From a dataset of the Open Reaction Database (ORD), a public repository of structured organic reaction records. describe an organic reaction: reactants, conditions, products, and yield Reactants: BrB(Br)Br, COc1c(F)cccc1C(C)(C)CC(O)(C=O)C(F)(F)F, Cn1ncc2c(N)cccc2c1=O. The product is COc1c(F)ccc2c1C(C)(C)CC(O)(C(F)(F)F)C2Nc1cccc2c(=O)n(C)ncc12. As a reaction SMILES: [B:35]([Br:36])([Br:37])[Br:38].[F:1][c:2]1[c:3]([O:20][CH3:21])[c:4]([C:8]([CH2:9][C:10]([CH:11]=[O:12])([C:13]([F:14])([F:15])[F:16])[OH:17])([CH3:18])[CH3:19])[cH:5][cH:6][cH:7]1.[NH2:22][c:23]1[c:24]2[cH:25][n:26][n:27]([CH3:34])[c:28](=[O:33])[c:29]2[cH:30][cH:31][cH:32]1>>[F:1][c:2]1[c:3]([O:20][CH3:21])[c:4]2[c:5]([cH:6][cH:7]1)[CH:11]([NH:22][c:23]1[c:24]3[cH:25][n:26][n:27]([CH3:34])[c:28](=[O:33])[c:29]3[cH:30][cH:31][cH:32]1)[C:10]([C:13]([F:14])([F:15])[F:16])([OH:17])[CH2:9][C:8]2([CH3:18])[CH3:19].